Dataset: the Open Reaction Database (ORD), a public repository of structured organic reaction records. Task: describe an organic reaction: reactants, conditions, products, and yield Reactants: FC1=CC=C(C=C1)N1N=CC=2C1=NC=CC2I (1-(4-fluorophenyl)-4-iodo-1H-pyrazolo[3,4-b]pyridine), ClN1C(CCC1=O)=O (N-chlorosuccinimide). Solvent: C(C)(=O)OCC (ethyl acetate), CN(C)C=O (DMF). Reaction conditions: time 8 hour. Yields the product ClC1=NN(C2=NC=CC(=C21)I)C2=CC=C(C=C2)F (3-Chloro-1-(4-fluorophenyl)-4-iodo-1H-pyrazolo[3,4-b]pyridine). Reaction SMILES: [F:1][C:2]1[CH:7]=[CH:6][C:5]([N:8]2[C:12]3=[N:13][CH:14]=[CH:15][C:16]([I:17])=[C:11]3[CH:10]=[N:9]2)=[CH:4][CH:3]=1.[Cl:18]N1C(=O)CCC1=O>CN(C=O)C.C(OCC)(=O)C>[Cl:18][C:10]1[C:11]2[C:12](=[N:13][CH:14]=[CH:15][C:16]=2[I:17])[N:8]([C:5]2[CH:4]=[CH:3][C:2]([F:1])=[CH:7][CH:6]=2)[N:9]=1. Reported procedure: To a solution of Intermediate 2A (33.9 mg, 0.1 mmol) in DMF (Volume: 1 mL) under argon at room temp was added N-chlorosuccinimide (107 mg, 0.800 mmol). The reaction mixture was allowed to stir overnight. The reaction mixture was diluted with ethyl acetate and washed (2×15 mL) with 10% LiCl, once with brine, dried over Na2SO4, filtered and concentrated. The crude product was dissolved in a small amount of dichloromethane and charged to a 4 g silica gel cartridge which was eluted with a 20 min gra... Reactants: CC(NC(=O)Cc1c[nH]c2ccccc12)C(=O)NC1CCC(c2ccccc2)(N(C)C)CC1, C[Si](C)(C)Cl, CCC(C)=O, Cl. Product: CC(NC(=O)Cc1c[nH]c2ccccc12)C(=O)NC1CCC(c2ccccc2)(N(C)C)CC1, Cl. RXN SMILES: [CH3:2][N:3]([C:4]1([c:28]2[cH:29][cH:30][cH:31][cH:32][cH:33]2)[CH2:5][CH2:6][CH:7]([NH:10][C:11]([CH:12]([CH3:13])[NH:14][C:15]([CH2:16][c:17]2[cH:18][nH:19][c:20]3[cH:21][cH:22][cH:23][cH:24][c:25]23)=[O:26])=[O:27])[CH2:8][CH2:9]1)[CH3:34].[CH3:35][Si:36]([Cl:37])([CH3:38])[CH3:39].[CH3:40][C:41]([CH2:42][CH3:43])=[O:44].[ClH:1]>>[CH3:2][N:3]([C:4]1([c:28]2[cH:29][cH:30][cH:31][cH:32][cH:33]2)[CH2:5][CH2:6][CH:7]([NH:10][C:11]([CH:12]([CH3:13])[NH:14][C:15]([CH2:16][c:17]2[cH:18][nH:19][c:20]3[cH:21][cH:22][cH:23][cH:24][c:25]23)=[O:26])=[O:27])[CH2:8][CH2:9]1)[CH3:34].[ClH:37].